This data is from the Open Reaction Database (ORD), a public repository of structured organic reaction records. The task is: describe an organic reaction: reactants, conditions, products, and yield The reactants are [BH3-]C#N, CCN(C(C)C)C(C)C, CCOc1cc(C=O)ccc1C, CC(=O)O, CCO, Clc1nccc(NC2CCNCC2)n1, Cl, Cl, [Na+]. Product: CCOc1cc(CN2CCC(Nc3ccnc(Cl)n3)CC2)ccc1C. As a reaction SMILES: [C:42]([BH3-:43])#[N:44].[CH2:21]([N:22]([CH:23]([CH3:24])[CH3:25])[CH:26]([CH3:27])[CH3:28])[CH3:29].[CH2:30]([CH3:31])[O:32][c:33]1[cH:34][c:35]([CH:36]=[O:37])[cH:38][cH:39][c:40]1[CH3:41].[CH3:17][C:18](=[O:19])[OH:20].[CH3:46][CH2:47][OH:48].[Cl:3][c:4]1[n:5][cH:6][cH:7][c:8]([NH:10][CH:11]2[CH2:12][CH2:13][NH:14][CH2:15][CH2:16]2)[n:9]1.[ClH:1].[ClH:2].[Na+:45]>>[Cl:3][c:4]1[n:5][cH:6][cH:7][c:8]([NH:10][CH:11]2[CH2:12][CH2:13][N:14]([CH2:36][c:35]3[cH:34][c:33]([O:32][CH2:30][CH3:31])[c:40]([CH3:41])[cH:39][cH:38]3)[CH2:15][CH2:16]2)[n:9]1. Starting materials: O=C1CCC2CNCCN12, CC#N, Clc1ccc2c(Cl)nncc2c1. Product: O=C1CCC2CN(c3nncc4cc(Cl)ccc34)CCN12. As a reaction SMILES: [CH2:1]1[CH:2]2[N:3]([CH2:4][CH2:5][NH:6]1)[C:7](=[O:10])[CH2:8][CH2:9]2.[CH3:23][C:24]#[N:25].[Cl:11][c:12]1[n:13][n:14][cH:15][c:16]2[cH:17][c:18]([Cl:22])[cH:19][cH:20][c:21]12>>[CH2:1]1[CH:2]2[N:3]([CH2:4][CH2:5][N:6]1[c:12]1[n:13][n:14][cH:15][c:16]3[cH:17][c:18]([Cl:22])[cH:19][cH:20][c:21]13)[C:7](=[O:10])[CH2:8][CH2:9]2. The reactants are [Br-], CCCO, COC(=O)c1n[nH]c(C(C)C)c1[N+](=O)[O-], Cl, [K+], O. Product: COC(=O)c1n[nH]c(C(C)C)c1N. RXN SMILES: [Br-:16].[CH2:18]([OH:19])[CH2:20][CH3:21].[CH3:1][O:2][C:3](=[O:4])[c:5]1[n:6][nH:7][c:8]([CH:13]([CH3:14])[CH3:15])[c:9]1[N+:10]([O-:11])=[O:12].[ClH:23].[K+:17].[OH2:22]>>[CH3:1][O:2][C:3](=[O:4])[c:5]1[n:6][nH:7][c:8]([CH:13]([CH3:14])[CH3:15])[c:9]1[NH2:10]. Reactants: ClCCl, COC(=O)C(C)(SC)c1cccc(C(OC)(OC)c2ccccc2)c1, COCCOC, Cl, O. Product: COC(=O)C(C)(SC)c1cccc(C(=O)c2ccccc2)c1. RXN SMILES: [CH2:34]([Cl:35])[Cl:36].[CH3:1][S:2][C:3]([C:4](=[O:5])[O:6][CH3:7])([CH3:8])[c:9]1[cH:10][c:11]([C:15]([c:16]2[cH:17][cH:18][cH:19][cH:20][cH:21]2)([O:22][CH3:25])[O:23][CH3:24])[cH:12][cH:13][cH:14]1.[CH3:26][O:27][CH2:28][CH2:29][O:30][CH3:31].[ClH:33].[OH2:32]>>[CH3:1][S:2][C:3]([C:4](=[O:5])[O:6][CH3:7])([CH3:8])[c:9]1[cH:10][c:11]([C:15]([c:16]2[cH:17][cH:18][cH:19][cH:20][cH:21]2)=[O:22])[cH:12][cH:13][cH:14]1.